Dataset: the Open Reaction Database (ORD), a public repository of structured organic reaction records. Task: describe an organic reaction: reactants, conditions, products, and yield Reactants: CN1N=CN=C1C(C1=CC=CC=C1)=NOCC1=CC=CC(=N1)N1C(C2=CC=CC=C2C1=O)=O (2-{6-[({[(1-methyl-1H-1,2,4-triazol-5-yl)(phenyl)methylene]amino}oxy)methyl]pyridin-2-yl}-1H-isoindole-1,3(2H)-dione), O.NN (hydrazine hydrate). Run in C1CCOC1 (THF). Reaction conditions: time 8 hour. The product is CN1N=CN=C1C(C1=CC=CC=C1)=NOCC1=CC=CC(=N1)N (6-[({[(1-methyl-1H-1,2,4-triazol-5-yl)(phenyl)methylene]amino}oxy)methyl]pyridin-2-amine). The yield is 99.1%. As a reaction SMILES: [CH3:1][N:2]1[C:6]([C:7](=[N:14][O:15][CH2:16][C:17]2[N:22]=[C:21]([N:23]3C(=O)C4C(=CC=CC=4)C3=O)[CH:20]=[CH:19][CH:18]=2)[C:8]2[CH:13]=[CH:12][CH:11]=[CH:10][CH:9]=2)=[N:5][CH:4]=[N:3]1.O.NN>C1COCC1>[CH3:1][N:2]1[C:6]([C:7](=[N:14][O:15][CH2:16][C:17]2[N:22]=[C:21]([NH2:23])[CH:20]=[CH:19][CH:18]=2)[C:8]2[CH:9]=[CH:10][CH:11]=[CH:12][CH:13]=2)=[N:5][CH:4]=[N:3]1 |f:1.2|. Procedure: To a solution of 2-{6-[({[(1-methyl-1H-1,2,4-triazol-5-yl)(phenyl)methylene]amino}oxy)methyl]pyridin-2-yl}-1H-isoindole-1,3(2H)-dione (11.27 g, 25.70 mmol, 1 eq.) in 500 ml of THF was added hydrazine hydrate (6.43 g, 128.52 mmol, 5 eq.). The reaction was stirred overnight at room temperature. The solvent was evaporated and the residue dissolved in EtOAc. Water was added and the layers separated. The aqueous layer was extracted with EtOAc and the organics were combined, dried over MgSO4 and conce...